This data is from the Open Reaction Database (ORD), a public repository of structured organic reaction records. The task is: describe an organic reaction: reactants, conditions, products, and yield The reactants are CC1=C(C#N)C=CC(=C1)C(=O)N1C2=C(C=3N=C(SC3CC1)C)C=CC=C2 (2-methyl-4-(2-methyl-4,5-dihydro-3-thia-1,6-diaza-benzo[e]azulene-6-carbonyl)-benzonitrile), [BH4-].[Na+] (Sodium borohydride), [NH4+].[Cl-] (NH4Cl). Reagents/catalysts: O.O.O.O.O.O.[Co](Cl)Cl (cobalt(II) chloride hexahydrate). Run in CO (methanol). Conditions: temperature 0 celsius, time 20 minute. Product: NCC1=C(C=C(C=C1)C(=O)N1C2=C(C=3N=C(SC3CC1)C)C=CC=C2)C ((4-Aminomethyl-3-methyl-phenyl)-(2-methyl-4,5-dihydro-3-thia-1,6-diaza-benzo[e]azulen-6-yl)-methanone). Isolated yield 52.0%. As a reaction SMILES: [CH3:1][C:2]1[CH:9]=[C:8]([C:10]([N:12]2[CH2:21][CH2:20][C:19]3[S:18][C:17]([CH3:22])=[N:16][C:15]=3[C:14]3[CH:23]=[CH:24][CH:25]=[CH:26][C:13]2=3)=[O:11])[CH:7]=[CH:6][C:3]=1[C:4]#[N:5].[BH4-].[Na+].[NH4+].[Cl-]>CO.O.O.O.O.O.O.[Co](Cl)Cl>[NH2:5][CH2:4][C:3]1[CH:6]=[CH:7][C:8]([C:10]([N:12]2[CH2:21][CH2:20][C:19]3[S:18][C:17]([CH3:22])=[N:16][C:15]=3[C:14]3[CH:23]=[CH:24][CH:25]=[CH:26][C:13]2=3)=[O:11])=[CH:9][C:2]=1[CH3:1] |f:1.2,3.4,6.7.8.9.10.11.12|. Procedure details: A solution of 2-methyl-4-(2-methyl-4,5-dihydro-3-thia-1,6-diaza-benzo[e]azulene-6-carbonyl)-benzonitrile from Example E124.1 (190 mg, 0.53 mmol) in methanol (15 ml) at room temperature was treated with cobalt(II) chloride hexahydrate (275 mg, 1.15 mmol). The mixture was stirred for 20 min then cooled down to 0° C. Sodium borohydride (200 mg, 5.3 mmol) was added portionwise and the mixture was stirred for 20 h at room temperature. Saturated NH4Cl (2 ml) was added dropwise and the mixture was stir...